From a dataset of the Open Reaction Database (ORD), a public repository of structured organic reaction records. describe an organic reaction: reactants, conditions, products, and yield Starting materials: CN(C)CC(=O)N1c2ccccc2NC(=O)c2cccnc21, S=P12SP3(=S)SP(=S)(S1)SP(=S)(S2)S3, c1ccncc1. Yields the product CN(C)CC(=O)N1c2ccccc2NC(=S)c2cccnc21. As a reaction SMILES: [CH3:1][N:2]([CH3:3])[CH2:4][C:5](=[O:6])[N:7]1[c:8]2[c:9]([cH:19][cH:20][cH:21][n:22]2)[C:10](=[O:18])[NH:11][c:12]2[c:13]1[cH:14][cH:15][cH:16][cH:17]2.[P:23]12(=[S:24])[S:25][P:26]3(=[S:36])[S:27][P:28](=[S:34])([S:29][P:30](=[S:33])([S:31]3)[S:32]1)[S:35]2.[cH:37]1[cH:38][cH:39][n:40][cH:41][cH:42]1>>[CH3:1][N:2]([CH3:3])[CH2:4][C:5](=[O:6])[N:7]1[c:8]2[c:9]([cH:19][cH:20][cH:21][n:22]2)[C:10](=[S:24])[NH:11][c:12]2[c:13]1[cH:14][cH:15][cH:16][cH:17]2. Starting materials: C(C)OC(CBr)OCC (bromoacetaldehyde diethyl acetal), [I-].[K+] (potassium iodide), C(C)OC(CO)OCC (Hydroxyacetaldehyde diethylacetal), [H-].[Na+] (sodium hydride). Run in O1CCCC1 (tetrahydrofuran), O (water). Product: C(C)OC(COCC(OCC)OCC)OCC (bis(2,2-diethoxyethyl)ether). RXN SMILES: [CH2:1]([O:3][CH:4]([O:7][CH2:8][CH3:9])[CH2:5][OH:6])[CH3:2].[H-].[Na+].[CH2:12]([O:14][CH:15]([O:18][CH2:19][CH3:20])[CH2:16]Br)[CH3:13].[I-].[K+]>O1CCCC1.O>[CH2:1]([O:3][CH:4]([O:7][CH2:8][CH3:9])[CH2:5][O:6][CH2:16][CH:15]([O:18][CH2:19][CH3:20])[O:14][CH2:12][CH3:13])[CH3:2] |f:1.2,4.5|. Reported procedure: Hydroxyacetaldehyde diethylacetal (3.75 g) was added to sodium hydride (0.8 g, 80% in mineral oil) in tetrahydrofuran (100 ml) under an atmosphere of nitrogen. The mixture was stirred and bromoacetaldehyde diethyl acetal (5.0 g) and potassium iodide (0.1 g) were added. The mixture was heated to reflux for 16 hours, water added and evaporated under reduced pressure. The residue was dissolved in diethyl ether, the organic phase washed with water, dried (MgSO4) and evaporated under reduced pressure...